This data is from the Open Reaction Database (ORD), a public repository of structured organic reaction records. The task is: describe an organic reaction: reactants, conditions, products, and yield Starting materials: Cl (HCl), alcohols, C(C1=CC=CC=C1)(=O)O[C@H]1[C@@H]([C@@H]2[C@@H](OC(C2)=O)C1)\C=C\C(=O)C1CCCCC1 ((3aR, 4R, 5R, 6aS)-5-(Benzoyloxy)4-[(E)-3-cyclohexyl-3-oxo-1-propenyl]-hexahydro-2H-cyclopenta[b]furan-2-one), O.O.O.O.O.O.O.[Cl-].[Cl-].[Cl-].[Ce+3] (cerium trichloride heptahydrate), [BH4-].[Na+] (NaBH4). The solvent is C(Cl)Cl (CH2Cl2), CO (methanol). Reaction conditions: time 2 hour. The product is C(C1=CC=CC=C1)(=O)OC1C(C2C(OC(C2)=O)C1)\C=C\[C@H](O)C1CCCCC1 (5-(Benzoyloxy)-4-[(E)-(3R)-3-cyclohexyl-3-hydroxy-1-propenyl]-hexahydro-2H-cyclopenta[b]furan-2-one). The yield is 15.7%. Reaction SMILES: [C:1]([O:9][C@@H:10]1[CH2:18][C@@H:13]2[O:14][C:15](=[O:17])[CH2:16][C@@H:12]2[C@H:11]1/[CH:19]=[CH:20]/[C:21]([CH:23]1[CH2:28][CH2:27][CH2:26][CH2:25][CH2:24]1)=[O:22])(=[O:8])[C:2]1[CH:7]=[CH:6][CH:5]=[CH:4][CH:3]=1.O.O.O.O.O.O.O.[Cl-].[Cl-].[Cl-].[Ce+3].[BH4-].[Na+].Cl>C(Cl)Cl.CO>[C:1]([O:9][CH:10]1[CH2:18][CH:13]2[O:14][C:15](=[O:17])[CH2:16][CH:12]2[CH:11]1/[CH:19]=[CH:20]/[C@@H:21]([CH:23]1[CH2:28][CH2:27][CH2:26][CH2:25][CH2:24]1)[OH:22])(=[O:8])[C:2]1[CH:3]=[CH:4][CH:5]=[CH:6][CH:7]=1 |f:1.2.3.4.5.6.7.8.9.10.11,12.13|. Procedure: To a solution of enone 4 (150 g, 392 mmol), cerium trichloride heptahydrate (152 g, 408 mmol), methanol (500 mL), and CH2Cl2 (1.5 L) at 0° C. was added NaBH4 (14.4 g) in 0.2 g portions over 1 h. After stirring for 2 h, the reaction was poured into 1M HCl (500 mL), the layers were separated, the aqueous layer was extracted with CH2 Cl2 (2×300 mL), and the combined organic layers were dried over MgSO4, filtered, and concentrated to provide 150.4 g (100%) of a 1:1 mixture of the two diastereomeric ... The reactants are O=C(n1ccnc1)n1ccnc1, O=C(O)c1csc(-c2ccncc2)n1, CN(C)C=O, CN1CCN(c2cccc3c2CC(N)CC3)CC1, O=C=O. The product is CN1CCN(c2cccc3c2CC(NC(=O)c2csc(-c4ccncc4)n2)CC3)CC1. Reaction SMILES: [C:15]([n:16]1[cH:17][cH:18][n:19][cH:20]1)([n:21]1[cH:22][cH:23][n:24][cH:25]1)=[O:26].[C:1](=[O:2])([OH:3])[c:4]1[n:5][c:6](-[c:9]2[cH:10][cH:11][n:12][cH:13][cH:14]2)[s:7][cH:8]1.[CH3:48][N:49]([CH3:50])[CH:51]=[O:52].[NH2:30][CH:31]1[CH2:32][c:33]2[c:34]([N:41]3[CH2:42][CH2:43][N:44]([CH3:47])[CH2:45][CH2:46]3)[cH:35][cH:36][cH:37][c:38]2[CH2:39][CH2:40]1.[O:27]=[C:28]=[O:29]>>[C:1](=[O:3])([c:4]1[n:5][c:6](-[c:9]2[cH:10][cH:11][n:12][cH:13][cH:14]2)[s:7][cH:8]1)[NH:30][CH:31]1[CH2:32][c:33]2[c:34]([N:41]3[CH2:42][CH2:43][N:44]([CH3:47])[CH2:45][CH2:46]3)[cH:35][cH:36][cH:37][c:38]2[CH2:39][CH2:40]1.